This data is from the Open Reaction Database (ORD), a public repository of structured organic reaction records. The task is: describe an organic reaction: reactants, conditions, products, and yield Reactants: C(\C(\C)=C/C)(=O)OC (methyl angelate), 4A, 4A, CC(=CCO)C (3-methyl-2-butenyl alcohol), C(CCCCCCCCCCC)(=O)[O-].C(CCCCCCC)[Sn+2]CCCCCCCC.C(CCCCCCCCCCC)(=O)[O-] (dioctyltin laurate). The solvent is C1(=CC=CC=C1)C (toluene). Yields the product C(\C(\C)=C/C)(=O)OCC=C(C)C (3-methyl-2-butenyl angelate). Reaction SMILES: [C:1]([O:7][CH3:8])(=[O:6])/[C:2](=[CH:4]\[CH3:5])/[CH3:3].[CH3:9][C:10]([CH3:14])=[CH:11]CO.C([O-])(=O)CCCCCCCCCCC.C([Sn+2]CCCCCCCC)CCCCCCC.C([O-])(=O)CCCCCCCCCCC>C1(C)C=CC=CC=1>[C:1]([O:7][CH2:8][CH:9]=[C:10]([CH3:14])[CH3:11])(=[O:6])/[C:2](=[CH:4]\[CH3:5])/[CH3:3] |f:2.3.4|. Procedure: A mixture of 19.6 g. of methyl angelate, 22.2 g. of 3-methyl-2-butenyl alcohol, 100 ml. of toluene and 1.6 g. of dioctyltin laurate was placed in a glass flask which was equipped with a Soxhlet extractor filled with molecular sieve 4A on the top and a reflux cooler. The mixture was heated under reflux while returning the refluxed liquid through the molecular sieve 4A to the flask. The mixture obtained from the heating for a total of 26 hours was subjected to single distillation to give 24.24 g. ...